Dataset: the Open Reaction Database (ORD), a public repository of structured organic reaction records. Task: describe an organic reaction: reactants, conditions, products, and yield The reactants are CCCn1c(=O)c2c(nc(-c3cnn(CC#CCN4CCN(C)CC4)c3)n2COCC[Si](C)(C)C)n(CCC)c1=O, CCO, Cl. Yields the product CCCn1c(=O)c2[nH]c(-c3cnn(CC#CCN4CCN(C)CC4)c3)nc2n(CCC)c1=O. As a reaction SMILES: [CH3:1][N:2]1[CH2:3][CH2:4][N:5]([CH2:8][C:9]#[C:10][CH2:11][n:12]2[n:13][cH:14][c:15](-[c:17]3[n:18][c:19]4[n:20]([CH2:39][CH2:40][CH3:41])[c:21](=[O:38])[n:22]([CH2:35][CH2:36][CH3:37])[c:23](=[O:34])[c:24]4[n:25]3[CH2:26][O:27][CH2:28][CH2:29][Si:30]([CH3:31])([CH3:32])[CH3:33])[cH:16]2)[CH2:6][CH2:7]1.[CH3:43][CH2:44][OH:45].[ClH:42]>>[CH3:1][N:2]1[CH2:3][CH2:4][N:5]([CH2:8][C:9]#[C:10][CH2:11][n:12]2[n:13][cH:14][c:15](-[c:17]3[n:18][c:19]4[n:20]([CH2:39][CH2:40][CH3:41])[c:21](=[O:38])[n:22]([CH2:35][CH2:36][CH3:37])[c:23](=[O:34])[c:24]4[nH:25]3)[cH:16]2)[CH2:6][CH2:7]1. Product: Cn1cnc(C(=O)NNc2nccc3nc(-c4ccc(C5(NC(=O)OC(C)(C)C)CCC5)cc4)c(-c4ccccc4)cc23)c1. Starting materials: ClCCCl, Cn1cnc(C(=O)O)c1, CCOC(C)=O, CC(C)(C)OC(=O)NC1(c2ccc(-c3nc4ccnc(NN)c4cc3-c3ccccc3)cc2)CCC1, CN(C)C=O, On1nnc2ccccc21. Reaction SMILES: [CH2:37]([Cl:38])[CH2:39][Cl:40].[CH3:51][n:52]1[cH:53][n:54][c:55]([C:57](=[O:58])[OH:59])[cH:56]1.[CH3:60][CH2:61][O:62][C:63](=[O:64])[CH3:65].[NH:1]([NH2:2])[c:3]1[c:4]2[cH:5][c:6](-[c:31]3[cH:32][cH:33][cH:34][cH:35][cH:36]3)[c:7](-[c:13]3[cH:14][cH:15][c:16]([C:19]4([NH:23][C:24]([O:25][C:26]([CH3:27])([CH3:28])[CH3:29])=[O:30])[CH2:20][CH2:21][CH2:22]4)[cH:17][cH:18]3)[n:8][c:9]2[cH:10][cH:11][n:12]1.[O:66]=[CH:67][N:68]([CH3:69])[CH3:70].[OH:41][n:42]1[c:43]2[c:44]([cH:45][cH:46][cH:47][cH:48]2)[n:49][n:50]1>>[NH:1]([NH:2][C:57]([c:55]1[n:54][cH:53][n:52]([CH3:51])[cH:56]1)=[O:58])[c:3]1[c:4]2[cH:5][c:6](-[c:31]3[cH:32][cH:33][cH:34][cH:35][cH:36]3)[c:7](-[c:13]3[cH:14][cH:15][c:16]([C:19]4([NH:23][C:24]([O:25][C:26]([CH3:27])([CH3:28])[CH3:29])=[O:30])[CH2:20][CH2:21][CH2:22]4)[cH:17][cH:18]3)[n:8][c:9]2[cH:10][cH:11][n:12]1. The reactants are CCOC(=O)CC(C)(C)C(Br)CC(Br)(Br)Br, CCO, Cl, [Na]. The product is CCOC(=O)CC(C)(C)C(Br)C=C(Br)Br. As a reaction SMILES: [Br:2][CH:3]([C:4]([CH2:5][C:6](=[O:7])[O:8][CH2:9][CH3:10])([CH3:11])[CH3:12])[CH2:13][C:14]([Br:15])([Br:16])[Br:17].[CH3:19][CH2:20][OH:21].[ClH:18].[Na:1]>>[Br:2][CH:3]([C:4]([CH2:5][C:6](=[O:7])[O:8][CH2:9][CH3:10])([CH3:11])[CH3:12])[CH:13]=[C:14]([Br:15])[Br:16].